This data is from the Open Reaction Database (ORD), a public repository of structured organic reaction records. The task is: describe an organic reaction: reactants, conditions, products, and yield The reactants are C1CCOC1, CN1CCOCC1, CC(C)COC(=O)Cl, NCCCCCc1nccc(NC(N)=NCC(F)(F)F)n1, O=C(O)CNC(=O)OCc1ccccc1. The product is NC(=NCC(F)(F)F)Nc1ccnc(CCCCCNC(=O)CNC(=O)OCc2ccccc2)n1. Reaction SMILES: [CH2:52]1[O:53][CH2:54][CH2:55][CH2:56]1.[CH3:16][N:17]1[CH2:18][CH2:19][O:20][CH2:21][CH2:22]1.[Cl:23][C:24]([O:25][CH2:26][CH:27]([CH3:28])[CH3:29])=[O:30].[F:31][C:32]([CH2:33][N:34]=[C:35]([NH:36][c:37]1[n:38][c:39]([CH2:43][CH2:44][CH2:45][CH2:46][CH2:47][NH2:48])[n:40][cH:41][cH:42]1)[NH2:49])([F:50])[F:51].[OH:1][C:2](=[O:3])[CH2:4][NH:5][C:6](=[O:7])[O:8][CH2:9][c:10]1[cH:11][cH:12][cH:13][cH:14][cH:15]1>>[C:2](=[O:3])([CH2:4][NH:5][C:6](=[O:7])[O:8][CH2:9][c:10]1[cH:11][cH:12][cH:13][cH:14][cH:15]1)[NH:48][CH2:47][CH2:46][CH2:45][CH2:44][CH2:43][c:39]1[n:38][c:37]([NH:36][C:35](=[N:34][CH2:33][C:32]([F:31])([F:50])[F:51])[NH2:49])[cH:42][cH:41][n:40]1. Reactants: N1CCC(CC1)OC(NC1=C(C=CC=C1)C1=CC=CC=C1)=O (Biphenyl-2-ylcarbamic acid piperidin-4-yl ester), ClC1=C(C=C(C(=C1)C=O)OC)NC(C=C)=O (N-[2-chloro-4-formyl-5-(methyloxy)phenyl]-2-propenamide), C(C)(=O)O (acetic acid). Solvent: CC1OCCC1 (2-methyltetrahydrofuran). Run at temperature 50 celsius, time 2 hour. Yields the product C1(=C(C=CC=C1)NC(O)=O)C1=CC=CC=C1 (biphenyl-2-ylcarbamic acid). As a reaction SMILES: N1CCC([O:7][C:8](=[O:22])[NH:9][C:10]2[CH:15]=[CH:14][CH:13]=[CH:12][C:11]=2[C:16]2[CH:21]=[CH:20][CH:19]=[CH:18][CH:17]=2)CC1.ClC1C=C(C=O)C(OC)=CC=1NC(=O)C=C.C(O)(=O)C>CC1CCCO1>[C:11]1([C:16]2[CH:21]=[CH:20][CH:19]=[CH:18][CH:17]=2)[CH:12]=[CH:13][CH:14]=[CH:15][C:10]=1[NH:9][C:8](=[O:7])[OH:22]. Reported procedure: Biphenyl-2-ylcarbamic acid piperidin-4-yl ester (which may be prepared according to preparation 8 in WO 2004/074246A) (63.0 kg, 212.57 mol) was added to a stirred suspension of N-[2-chloro-4-formyl-5-(methyloxy)phenyl]-2-propenamide (which may be prepared according to Step C (Preparation 1) or C (Preparation 2)) (50.0 kg, 208.62 mol) and acetic acid (12.6 kg, 209.83 mol) in 2-methyltetrahydrofuran (430 kg) at 25° C. The mixture was then heated to 50° C. over 60 mins and held at this temperature ...